describe an organic reaction: reactants, conditions, products, and yield From a dataset of the Open Reaction Database (ORD), a public repository of structured organic reaction records. Starting materials: O=C([O-])[O-], CI, CC#N, [Cs+], [Cs+], Nc1ccc(O)c([N+](=O)[O-])c1. Product: COc1ccc(N)cc1[N+](=O)[O-]. RXN SMILES: [C:12](=[O:13])([O-:14])[O-:15].[CH3:18][I:19].[CH3:20][C:21]#[N:22].[Cs+:16].[Cs+:17].[NH2:1][c:2]1[cH:3][c:4]([N+:9](=[O:10])[O-:11])[c:5]([OH:8])[cH:6][cH:7]1>>[NH2:1][c:2]1[cH:3][c:4]([N+:9](=[O:10])[O-:11])[c:5]([O:8][CH3:12])[cH:6][cH:7]1. The product is CC1=Cc2cc3c(c(-c4ccc(C(C)(C)C)cc4)c2C1)OCO3. As a reaction SMILES: [Al+3:26].[C:1]([CH3:2])([CH3:3])([CH3:4])[c:5]1[cH:6][cH:7][c:8](-[c:11]2[c:12]3[c:16]([cH:17][c:18]4[c:19]2[O:20][CH2:21][O:22]4)[C:15](=[O:23])[CH:14]([CH3:24])[CH2:13]3)[cH:9][cH:10]1.[CH3:32][CH2:33][O:34][CH2:35][CH3:36].[ClH:31].[H-:25].[H-:28].[H-:29].[H-:30].[Li+:27]>>[C:1]([CH3:2])([CH3:3])([CH3:4])[c:5]1[cH:6][cH:7][c:8](-[c:11]2[c:12]3[c:16]([cH:17][c:18]4[c:19]2[O:20][CH2:21][O:22]4)[CH:15]=[C:14]([CH3:24])[CH2:13]3)[cH:9][cH:10]1. Reactants: [Al+3], CC1Cc2c(cc3c(c2-c2ccc(C(C)(C)C)cc2)OCO3)C1=O, CCOCC, Cl, [H-], [H-], [H-], [H-], [Li+]. Reactants: ClCC(=O)C1=CC(=CC=C1)Cl (2-chloro-1-(3'-chlorophenyl) ethanone), ClCC(=O)C1=CC=C(C=C1)Cl (2-chloro-1-(4'-chlorophenyl) ethanone), BrCC(=O)C1=C(C=CC=C1)Cl (2-bromo-1-(2'-chlorophenyl) ethanone). The product is ClCC(O)C1=C(C=CC=C1)Cl ((-)-2-chloro-1-(2'-chlorophenyl) ethanol), ClCC(O)C1=CC(=CC=C1)Cl ((-)-2-chloro-1-(3'-chlorophenyl) ethanol), ClCC(O)C1=CC=C(C=C1)Cl ((-)-2-chloro-1-(4'-chlorophenyl) ethanol). As a reaction SMILES: Br[CH2:2][C:3]([C:5]1[CH:10]=[CH:9][CH:8]=[CH:7][C:6]=1[Cl:11])=[O:4].[Cl:12][CH2:13][C:14]([C:16]1[CH:21]=[CH:20][CH:19]=[C:18]([Cl:22])[CH:17]=1)=[O:15].[Cl:23][CH2:24][C:25]([C:27]1[CH:32]=[CH:31][C:30]([Cl:33])=[CH:29][CH:28]=1)=[O:26]>>[Cl:12][CH2:2][CH:3]([C:5]1[CH:10]=[CH:9][CH:8]=[CH:7][C:6]=1[Cl:11])[OH:4].[Cl:12][CH2:13][CH:14]([C:16]1[CH:21]=[CH:20][CH:19]=[C:18]([Cl:22])[CH:17]=1)[OH:15].[Cl:23][CH2:24][CH:25]([C:27]1[CH:32]=[CH:31][C:30]([Cl:33])=[CH:29][CH:28]=1)[OH:26]. Procedure: Bio-reaction and analysis were carried out in the same way as described in Example 2 except that as substrate was used 3.25 g each of 2-bromo-1-(2'-chlorophenyl) ethanone, 2-chloro-1-(3'-chlorophenyl) ethanone and 2-chloro-1-(4'-chlorophenyl) ethanone instead of 2-bromo-1-(3'-chlorophenyl) ethanone and as the reaction products (-)-2-chloro-1-(2'-chlorophenyl) ethanol, (-)-2-chloro-1-(3'-chlorophenyl) ethanol and (-)-2-chloro-1-(4'-chlorophenyl) ethanol were obtained respectively. The yields and ... Yields the product CN(C(OC1=CC=CC=C1)=O)CCN1C(CCC2=CC(=CC=C12)NC(=N)C=1SC=CC1)=O (Phenyl methyl(2-(2-oxo-6-(thiophene-2-carboximidamido)-3,4-dihydroquinolin-1(2H)-yl)ethyl)carbamate). As a reaction SMILES: I.[S:2]1[CH:6]=[CH:5][CH:4]=[C:3]1[C:7](SC)=[NH:8].[NH2:11][C:12]1[CH:13]=[C:14]2[C:19](=[CH:20][CH:21]=1)[N:18]([CH2:22][CH2:23][N:24]([CH3:34])[C:25](=[O:33])[O:26][C:27]1[CH:32]=[CH:31][CH:30]=[CH:29][CH:28]=1)[C:17](=[O:35])[CH2:16][CH2:15]2>C(O)C>[CH3:34][N:24]([CH2:23][CH2:22][N:18]1[C:19]2[C:14](=[CH:13][C:12]([NH:11][C:7]([C:3]3[S:2][CH:6]=[CH:5][CH:4]=3)=[NH:8])=[CH:21][CH:20]=2)[CH2:15][CH2:16][C:17]1=[O:35])[C:25](=[O:33])[O:26][C:27]1[CH:28]=[CH:29][CH:30]=[CH:31][CH:32]=1 |f:0.1|. Reaction conditions: time 8 hour. The solvent is C(C)O (ethanol). The reactants are I.S1C(=CC=C1)C(=N)SC (Methyl thiophene-2-carbimidothioate hydroiodide), NC=1C=C2CCC(N(C2=CC1)CCN(C(OC1=CC=CC=C1)=O)C)=O (Phenyl 2-(6-amino-2-oxo-3,4-dihydroquinolin-1(2H)-yl)ethyl(methyl)carbamate). Procedure details: Methyl thiophene-2-carbimidothioate hydroiodide (1.62 g, 5.71 mmol) was weighed into a round bottom flask with a stirbar. Phenyl 2-(6-amino-2-oxo-3,4-dihydroquinolin-1(2H)-yl)ethyl(methyl)carbamate (0.969 g, 2.85 mmol) was dissolved in ethanol (50 mL) and added to the flask. The resulting suspension was stirred overnight at room temperature. When the reaction was finished, argon was bubbled through the reaction mixture for 1 h, then the mixture was neutralized with sodium carbonate (sat. aq. sol... Reactants: CC(=O)O, C1CCOC1, Nc1ccc2c(c1)N(O)C(=O)C2(C(F)(F)F)C(F)(F)F, [Zn]. Yields the product Nc1ccc2c(c1)NC(=O)C2(C(F)(F)F)C(F)(F)F. RXN SMILES: [C:21]([OH:22])(=[O:23])[CH3:24].[CH2:25]1[O:26][CH2:27][CH2:28][CH2:29]1.[NH2:1][c:2]1[cH:3][cH:4][c:5]2[c:9]([cH:10]1)[N:8]([OH:11])[C:7](=[O:12])[C:6]2([C:13]([F:14])([F:15])[F:16])[C:17]([F:18])([F:19])[F:20].[Zn:30]>>[NH2:1][c:2]1[cH:3][cH:4][c:5]2[c:9]([cH:10]1)[NH:8][C:7](=[O:12])[C:6]2([C:13]([F:14])([F:15])[F:16])[C:17]([F:18])([F:19])[F:20].